This data is from the Open Reaction Database (ORD), a public repository of structured organic reaction records. The task is: describe an organic reaction: reactants, conditions, products, and yield The reactants are C(C)(C)(C)OC(N(CC1=CC(=CC=C1)CCOC1OCCCC1)CCC1=NC=CC=C1)=O ((2-Pyridin-2-yl-ethyl)-{3-[2-(tetrahydro-pyran-2-yloxy)-ethyl]-benzyl}-carbamic acid tert-butyl ester), C(C)(=O)O (acetic acid), O (water), CC(=O)OCC1=C2C=CC=CC2=C(C3=CC=CC=C31)COC(=O)C (acetic), O (water). Solvent: O1CCCC1 (tetrahydrofuran). Product: C(C)(C)(C)OC(N(CCC1=NC=CC=C1)CC1=CC(=CC=C1)CCO)=O ([3-(2-Hydroxy-ethyl)-benzyl]-(2-pyridin-2-yl-ethyl)-carbamic acid tert-butyl ester). As a reaction SMILES: [C:1]([O:5][C:6](=[O:32])[N:7]([CH2:24][CH2:25][C:26]1[CH:31]=[CH:30][CH:29]=[CH:28][N:27]=1)[CH2:8][C:9]1[CH:14]=[CH:13][CH:12]=[C:11]([CH2:15][CH2:16][O:17]C2CCCCO2)[CH:10]=1)([CH3:4])([CH3:3])[CH3:2].C(O)(=O)C.O.CC(OCC1C2C(=CC=CC=2)C(COC(C)=O)=C2C=1C=CC=C2)=O>O1CCCC1>[C:1]([O:5][C:6](=[O:32])[N:7]([CH2:8][C:9]1[CH:14]=[CH:13][CH:12]=[C:11]([CH2:15][CH2:16][OH:17])[CH:10]=1)[CH2:24][CH2:25][C:26]1[CH:31]=[CH:30][CH:29]=[CH:28][N:27]=1)([CH3:2])([CH3:4])[CH3:3]. Reported procedure: (2-Pyridin-2-yl-ethyl)-{3-[2-(tetrahydro-pyran-2-yloxy)-ethyl]-benzyl}-carbamic acid tert-butyl ester (8 g) in tetrahydrofuran (100 mL) was treated with acetic acid (10 mL) and water (10 mL). The reaction was refluxed for 8 hour. Another 10 mL acetic and 10 mL water were added and the reaction heated at reflux for a further 2 hours. The reaction was cooled and the volatiles removed under vacuum. The reaction mixture was partitioned between aqueous sodium bicarbonate and ethyl acetate. The organi... The reactants are C1CCOC1, COC(=O)c1n[nH]c(C(=O)N(C)CC(O)c2cccnc2)c1OCc1ccccc1, CCOC(=O)N=NC(=O)OCC, c1ccc(P(c2ccccc2)c2ccccc2)cc1. Yields the product COC(=O)c1nn2c(c1OCc1ccccc1)C(=O)N(C)CC2c1cccnc1. Reaction SMILES: [CH2:62]1[O:63][CH2:64][CH2:65][CH2:66]1.[CH3:1][N:2]([C:3](=[O:4])[c:5]1[c:6]([O:14][CH2:15][c:16]2[cH:17][cH:18][cH:19][cH:20][cH:21]2)[c:7]([C:10](=[O:11])[O:12][CH3:13])[n:8][nH:9]1)[CH2:22][CH:23]([c:24]1[cH:25][n:26][cH:27][cH:28][cH:29]1)[OH:30].[O:50]=[C:51]([O:52][CH2:53][CH3:54])[N:55]=[N:56][C:57]([O:58][CH2:59][CH3:60])=[O:61].[c:31]1([P:32]([c:33]2[cH:34][cH:35][cH:36][cH:37][cH:38]2)[c:39]2[cH:40][cH:41][cH:42][cH:43][cH:44]2)[cH:45][cH:46][cH:47][cH:48][cH:49]1>>[CH3:1][N:2]1[C:3](=[O:4])[c:5]2[c:6]([O:14][CH2:15][c:16]3[cH:17][cH:18][cH:19][cH:20][cH:21]3)[c:7]([C:10](=[O:11])[O:12][CH3:13])[n:8][n:9]2[CH:23]([c:24]2[cH:25][n:26][cH:27][cH:28][cH:29]2)[CH2:22]1. The reactants are OCCCC1=CCN(Cc2ccccc2)CC1, CO, [H][H]. Yields the product OCCCC1CCN(Cc2ccccc2)CC1. As a reaction SMILES: [CH2:1]([c:2]1[cH:3][cH:4][cH:5][cH:6][cH:7]1)[N:8]1[CH2:9][CH:10]=[C:11]([CH2:14][CH2:15][CH2:16][OH:17])[CH2:12][CH2:13]1.[CH3:20][OH:21].[H:18][H:19]>>[CH2:1]([c:2]1[cH:3][cH:4][cH:5][cH:6][cH:7]1)[N:8]1[CH2:9][CH2:10][CH:11]([CH2:14][CH2:15][CH2:16][OH:17])[CH2:12][CH2:13]1.